From a dataset of the Open Reaction Database (ORD), a public repository of structured organic reaction records. describe an organic reaction: reactants, conditions, products, and yield Starting materials: O=C([O-])[O-], Oc1ccc(Cl)cc1, COC(=O)c1ccc(Cl)nc1Cl, [Cs+], [Cs+], CN(C)C=O, O. Yields the product COC(=O)c1ccc(Oc2ccc(Cl)cc2)nc1Cl. Reaction SMILES: [C:21](=[O:22])([O-:23])[O-:24].[Cl:13][c:14]1[cH:15][cH:16][c:17]([OH:20])[cH:18][cH:19]1.[Cl:1][c:2]1[c:3]([C:4](=[O:5])[O:6][CH3:7])[cH:8][cH:9][c:10]([Cl:12])[n:11]1.[Cs+:25].[Cs+:26].[O:28]=[CH:29][N:30]([CH3:31])[CH3:32].[OH2:27]>>[Cl:1][c:2]1[c:3]([C:4](=[O:5])[O:6][CH3:7])[cH:8][cH:9][c:10]([O:20][c:17]2[cH:16][cH:15][c:14]([Cl:13])[cH:19][cH:18]2)[n:11]1.